This data is from the Open Reaction Database (ORD), a public repository of structured organic reaction records. The task is: describe an organic reaction: reactants, conditions, products, and yield Starting materials: C(C)(C)(C)C1=C(C(=CC=C1)C(C)(C)C)O (2,6-di-tert-butylphenol), CC(=O)[O-].[Na+] (NaOAc), palladacycle, BrC1=CC2=CC=C(C=C2C=C1)OC (2-bromo-6-methoxynaphthalene). The solvent is CN(C(C)=O)C (N,N-dimethylacetamide). Product: C(=C)C1=CC2=CC=C(C=C2C=C1)OC (2-vinyl-6-methoxynaphthalene). As a reaction SMILES: Br[C:2]1[CH:11]=[CH:10][C:9]2[C:4](=[CH:5][CH:6]=[C:7]([O:12][CH3:13])[CH:8]=2)[CH:3]=1.[C:14](C1C=CC=C(C(C)(C)C)C=1O)(C)(C)[CH3:15].CC([O-])=O.[Na+]>CN(C)C(=O)C>[CH:14]([C:2]1[CH:11]=[CH:10][C:9]2[C:4](=[CH:5][CH:6]=[C:7]([O:12][CH3:13])[CH:8]=2)[CH:3]=1)=[CH2:15] |f:2.3|. Procedure details: 23.7 g of 2-bromo-6-methoxynaphthalene (100 mmol) are dissolved in 150 ml of N,N-dimethylacetamide. 1 mg of 2,6-di-tert-butylphenol, 10 g of NaOAc (1.2 eq) and 50 mg of palladacycle are added. The solution is transferred to a V4A stirred autoclave and is stirred at 140° C. under an ethylene pressure of 20 bar until conversion is complete. Time: from 10 to 16 hours Reactants: FC=1C=C(C=C(C1)F)NC(=O)C1=NC=CC=C1 (N-(3,5-difluorophenyl)-2-pyridinecarboxamide), O (water), [H-].[Na+] (sodium hydride), IC (iodomethane). Run in CN(C=O)C (dimethylformamide), CN(C=O)C (dimethylformamide). Run at temperature 65 celsius. Product: FC=1C=C(C=C(C1)F)N(C(=O)C1=NC=CC=C1)C (N-(3,5-difluorophenyl)-N-methyl-2-pyridinecarboxamide). The yield is 56.0%. Reaction SMILES: [H-].[Na+].[F:3][C:4]1[CH:5]=[C:6]([NH:11][C:12]([C:14]2[CH:19]=[CH:18][CH:17]=[CH:16][N:15]=2)=[O:13])[CH:7]=[C:8]([F:10])[CH:9]=1.I[CH3:21].O>CN(C)C=O>[F:10][C:8]1[CH:7]=[C:6]([N:11]([CH3:21])[C:12]([C:14]2[CH:19]=[CH:18][CH:17]=[CH:16][N:15]=2)=[O:13])[CH:5]=[C:4]([F:3])[CH:9]=1 |f:0.1|. Procedure: To a suspension of 80% sodium hydride (1.22 g, 41 mmol) in anhydrous dimethylformamide (90 mL), was added dropwise a solution of N-(3,5-difluorophenyl)-2-pyridinecarboxamide, prepared by the process of Example 1, Step 1 (8.71 g, 37 mmol) in dimethylformamide (30 mL). The reaction mixture was warmed to 65° C. for 1 hour and then treated with iodomethane (2.60 mL, 42 mmol) at room temperature. After 2.5 hours the reaction mixture was poured into water (500 mL) and extracted with ethyl acetate (2×3... The reactants are [Cl-].[Ca+2].[Cl-] (calcium chloride), ClC=1C=C(C(=O)O)C=C(C1)Cl (3,5-dichlorobenzoic acid), [OH-].[Na+] (sodium hydroxide). Solvent: O (water), O (water), O (water). The product is [Ca] (calcium), ClC=1C=C(C(=O)O)C=C(C1)Cl (3,5-dichlorobenzoic acid). As a reaction SMILES: [Cl:1][C:2]1[CH:3]=[C:4]([CH:8]=[C:9]([Cl:11])[CH:10]=1)[C:5]([OH:7])=[O:6].[OH-].[Na+].[Cl-].[Ca+2:15].[Cl-]>O>[Ca:15].[Cl:1][C:2]1[CH:3]=[C:4]([CH:8]=[C:9]([Cl:11])[CH:10]=1)[C:5]([OH:7])=[O:6] |f:1.2,3.4.5|. Reported procedure: To 3000 g of water, 191 g (1 mole) of 3,5-dichlorobenzoic acid and 40 g (1 mole) of sodium hydroxide were added and dissolved in water with stirring. An aqueous solution with 56.6 g (0.51 mole) of calcium chloride dissolved in 500 g of water was then added dropwise to the first solution under stirring, thereby obtaining a precipitate having a white color. The thus-obtained precipitate was filtered, washed with water, dewatered and then dried under reduced pressure at room temperature to obtain c... Starting materials: CCc1cc(C(C)=O)c(O)cc1OCc1cccc(C(=O)OC)n1, CO, [K+], [Na+], [OH-], O=S(=O)([O-])O. Yields the product CCc1cc(C(C)=O)c(O)cc1OCc1cccc(C(=O)O)n1. Reaction SMILES: [C:1]([CH3:2])(=[O:3])[c:4]1[cH:5][c:6]([CH2:23][CH3:24])[c:7]([O:8][CH2:9][c:10]2[cH:11][cH:12][cH:13][c:14]([C:16](=[O:17])[O:18][CH3:19])[n:15]2)[cH:20][c:21]1[OH:22].[CH3:31][OH:32].[K+:30].[Na+:34].[OH-:33].[S:25](=[O:26])(=[O:27])([OH:28])[O-:29]>>[C:1]([CH3:2])(=[O:3])[c:4]1[cH:5][c:6]([CH2:23][CH3:24])[c:7]([O:8][CH2:9][c:10]2[cH:11][cH:12][cH:13][c:14]([C:16](=[O:17])[OH:18])[n:15]2)[cH:20][c:21]1[OH:22]. The reactants are BrC=1C=C(C=CC1)C1=C2C(=NO1)C=CC(=C2)C2=NC(=NC=C2)NC(C)=O (N-{4-[3-(3-bromophenyl)-benzo[c]isoxazol-5-yl]-pyrimidin-2-yl}-acetamide), C([O-])([O-])=O.[Cs+].[Cs+] (cesium carbonate), COC1=NC(=C(C=N1)OC)B(O)O (2,5-dimethoxypyrimidine-6-boronic acid), C(C)(C)(C)P(C(C)(C)C)C(C)(C)C (tri-tertbutylphosphine). The reagents and catalysts are C=1C=CC(=CC1)/C=C/C(=O)/C=C/C2=CC=CC=C2.C=1C=CC(=CC1)/C=C/C(=O)/C=C/C2=CC=CC=C2.C=1C=CC(=CC1)/C=C/C(=O)/C=C/C2=CC=CC=C2.[Pd].[Pd] (Pd2(dba)3). The solvent is CN(C)C=O (DMF), C1=CC=CC=C1 (benzene). Reaction conditions: temperature 80 celsius, time 4 hour. Product: COC1=NC=C(C(=N1)C=1C=C(C=CC1)C1=C2C(=NO1)C=CC(=C2)C2=NC(=NC=C2)NC(C)=O)OC (N-(4-{3-[3-(2,5-Dimethoxy-pyrimidin-4-yl)-phenyl]-benzo[c]isoxazol-5-yl}-pyrimidin-2-yl)-acetamide). Yield: 11.8%. Reaction SMILES: Br[C:2]1[CH:3]=[C:4]([C:8]2[O:12][N:11]=[C:10]3[CH:13]=[CH:14][C:15]([C:17]4[CH:22]=[CH:21][N:20]=[C:19]([NH:23][C:24](=[O:26])[CH3:25])[N:18]=4)=[CH:16][C:9]=23)[CH:5]=[CH:6][CH:7]=1.C(=O)([O-])[O-].[Cs+].[Cs+].[CH3:33][O:34][C:35]1[N:40]=[CH:39][C:38]([O:41][CH3:42])=[C:37](B(O)O)[N:36]=1.C(P(C(C)(C)C)C(C)(C)C)(C)(C)C>CN(C=O)C.C1C=CC(/C=C/C(/C=C/C2C=CC=CC=2)=O)=CC=1.C1C=CC(/C=C/C(/C=C/C2C=CC=CC=2)=O)=CC=1.C1C=CC(/C=C/C(/C=C/C2C=CC=CC=2)=O)=CC=1.[Pd].[Pd].C1C=CC=CC=1>[CH3:33][O:34][C:35]1[N:40]=[C:39]([C:2]2[CH:3]=[C:4]([C:8]3[O:12][N:11]=[C:10]4[CH:13]=[CH:14][C:15]([C:17]5[CH:22]=[CH:21][N:20]=[C:19]([NH:23][C:24](=[O:26])[CH3:25])[N:18]=5)=[CH:16][C:9]=34)[CH:5]=[CH:6][CH:7]=2)[C:38]([O:41][CH3:42])=[CH:37][N:36]=1 |f:1.2.3,7.8.9.10.11|. Reported procedure: A flask was charged with N-{4-[3-(3-bromophenyl)-benzo[c]isoxazol-5-yl]-pyrimidin-2-yl}-acetamide (100 mg, 0.272 mmol), cesium carbonate (97.7 mg, 0.328 mmol), and 2,5-dimethoxypyrimidine-6-boronic acid (55.0 mg, 0.3 mmol). The flask was evacuated and back-filled with nitrogen 5-7 times before adding 5 mL of degassed p-dioxane and 1 mL of degassed DMF. To this stirring solution/suspension was added, 125 μL of a 10% w/v benzene solution of tri-tertbutylphosphine followed by the addition of Pd2(db... Reactants: [Cl-].[Cl-].IC1=CC=CC=C1 (iodobenzene dichloride), ClCCC1(C2=CC=CC=C2SC=2C=CC=CC12)CCCl (9,9-bis(2'-chloroethyl)thioxanthene), O (water), O (water), Cl (hydrochloric acid). The solvent is N1=CC=CC=C1 (pyridine), N1=CC=CC=C1 (pyridine). Reaction conditions: time 15 minute. Yields the product ClCCC1(C2=CC=CC=C2S(C=2C=CC=CC12)=O)CCCl (9,9-bis(2'-chloroethyl)-thioxanthene 10-oxide). As a reaction SMILES: [Cl:1][CH2:2][CH2:3][C:4]1([CH2:18][CH2:19][Cl:20])[C:17]2[CH:16]=[CH:15][CH:14]=[CH:13][C:12]=2[S:11][C:10]2[C:5]1=[CH:6][CH:7]=[CH:8][CH:9]=2.[Cl-].[Cl-].IC1C=CC=CC=1.Cl.[OH2:31]>N1C=CC=CC=1>[Cl:20][CH2:19][CH2:18][C:4]1([CH2:3][CH2:2][Cl:1])[C:5]2[CH:6]=[CH:7][CH:8]=[CH:9][C:10]=2[S:11](=[O:31])[C:12]2[C:17]1=[CH:16][CH:15]=[CH:14][CH:13]=2 |f:1.2.3|. Reported procedure: A solution of 9,9-bis(2'-chloroethyl)thioxanthene in pyridine (25 ml.) and water (5 ml.) is cooled in an ice/salt bath to -5° to 0° C. and a solution of iodobenzene dichloride (2.7 g.) in dry pyridine (10 ml.) is added slowly during 15 minutes with stirring. Stirring at 0° C. is continued for a further 15 minutes, the reaction mixture is poured into water, acidified with concentrated hydrochloric acid and extracted with chloroform. The product is crystallised from cyclohexane to give 9,9-bis(2'-... Starting materials: FC(CN)(F)F (2,2,2-Trifluoroethanamine), C(C)(C)(C)OC(=O)N[C@H](C(=O)NN1C(=CC=C1)C(=O)OC)C ((S)-methyl 1-(2-(tert-butoxycarbonylamino)propanamido)-1H-pyrrole-2-carboxylate), solution, C[Al](C)C (trimethyl aluminium), solution, C(=O)([O-])C(O)C(O)C(=O)[O-].[Na+].[Na+] (sodium tartrate). Run in C1(=CC=CC=C1)C (toluene), C1(=CC=CC=C1)C (toluene), O (Water). Conditions: temperature 80 celsius, time 8 hour. Yields the product O=C([C@H](C)NC(OC(C)(C)C)=O)NN1C(=CC=C1)C(NCC(F)(F)F)=O ((S)-tert-Butyl 1-oxo-1-(2-(2,2,2-trifluoroethylcarbamoyl)-1H-pyrrol-1-ylamino)propan-2-ylcarbamate). As a reaction SMILES: [F:1][C:2]([F:6])([F:5])[CH2:3][NH2:4].[C:7]([O:11][C:12]([NH:14][C@@H:15]([CH3:28])[C:16]([NH:18][N:19]1[CH:23]=[CH:22][CH:21]=[C:20]1[C:24](OC)=[O:25])=[O:17])=[O:13])([CH3:10])([CH3:9])[CH3:8].C[Al](C)C.C(C(C(C([O-])=O)O)O)([O-])=O.[Na+].[Na+]>C1(C)C=CC=CC=1.O>[O:17]=[C:16]([NH:18][N:19]1[CH:23]=[CH:22][CH:21]=[C:20]1[C:24](=[O:25])[NH:4][CH2:3][C:2]([F:6])([F:5])[F:1])[C@@H:15]([NH:14][C:12](=[O:13])[O:11][C:7]([CH3:10])([CH3:9])[CH3:8])[CH3:28] |f:3.4.5|. Procedure details: 2,2,2-Trifluoroethanamine (680 microl, 8.66 mmols) was added to a solution of (S)-methyl 1-(2-(tert-butoxycarbonylamino)propanamido)-1H-pyrrole-2-carboxylate (900 mg, 2.89 mmols) in toluene (36 ml). A 2M solution of trimethyl aluminium in toluene (7 ml, 14.00 mmols) was added and it was stirred at 80° C. overnight. Water (50 ml) and a 0.5M solution of sodium tartrate (25 ml) were added. It was extracted with ethylacetate. The combined organic layers were washed with water and brine. It was dried... Starting materials: S(=O)(=O)(O)O.CSC=1NCCN1 (2-Methylthio-2-imidazoline sulfate), OCCNN (2-hydroxyethylhydrazine). The solvent is C(C)O (ethanol), C(C)O (ethanol). Conditions: temperature 25 celsius, time 3 hour. The product is S(=O)(=O)(O)O.OCCN(N)C=1NCCN1 (2-(1-(2-hydroxyethyl)hydrazino)-2-imidazoline sulfate). Reaction SMILES: [S:1]([OH:5])([OH:4])(=[O:3])=[O:2].CS[C:8]1[NH:9][CH2:10][CH2:11][N:12]=1.[OH:13][CH2:14][CH2:15][NH:16][NH2:17]>C(O)C>[S:1]([OH:5])([OH:4])(=[O:3])=[O:2].[OH:13][CH2:14][CH2:15][N:16]([C:8]1[NH:9][CH2:10][CH2:11][N:12]=1)[NH2:17] |f:0.1,4.5|. Procedure: 2-Methylthio-2-imidazoline sulfate (2:1) (1.98 g) and 2-hydroxyethylhydrazine (2.12 g) are heated in ethanol (3 ml) at reflux for 1 hr., then stirred at 25° C. for 3 hr. The solution was diluted with ethanol (20 ml) and kept at 4° C. for 18 hours. The crystals which separated were filtered out and washed with ethanol. Weight 811 mg, mp 190°-4° C. The reactants are CC1C(N(CCC1)CC1=CC=CC=C1)=O (3-methyl-1-phenylmethyl-2-piperidinone), C(C1=CC=CC=C1)Br (benzyl bromide), C(C)(C)[N-]C(C)C.[Li+] (lithium diisopropylamide), CN(C)P(=O)(N(C)C)N(C)C (HMPA). Run in C1CCOC1 (THF). Yields the product CC1(C(N(CCC1)CC1=CC=CC=C1)=O)CC1=CC=CC=C1 (3-methyl-1,3-diphenylmethyl-2-piperidinone). Isolated yield 166.6%. RXN SMILES: [CH3:1][CH:2]1[CH2:7][CH2:6][CH2:5][N:4]([CH2:8][C:9]2[CH:14]=[CH:13][CH:12]=[CH:11][CH:10]=2)[C:3]1=[O:15].[CH2:16](Br)[C:17]1[CH:22]=[CH:21][CH:20]=[CH:19][CH:18]=1.C([N-]C(C)C)(C)C.[Li+].CN(P(N(C)C)(N(C)C)=O)C>C1COCC1>[CH3:1][C:2]1([CH2:16][C:17]2[CH:22]=[CH:21][CH:20]=[CH:19][CH:18]=2)[CH2:7][CH2:6][CH2:5][N:4]([CH2:8][C:9]2[CH:14]=[CH:13][CH:12]=[CH:11][CH:10]=2)[C:3]1=[O:15] |f:2.3|. Procedure: The reaction of 3-methyl-1-phenylmethyl-2-piperidinone (3.65 g, 18 mmol) with benzyl bromide (4.84 g, 28.3 mmol) in the presence of lithium diisopropylamide (prepared by treating diisopropylamine (2.73 g, 27 mmol) with butyllithium in hexanes (2.5 M, 10.3 mL, 25.7 mmol)) in THF (45 mL) and HMPA (2.7 mL, 15.5 mmol) as described above in the preparation of Example 10, gave 8.80 g of pale yellow colored oil. Column chromatography over silica gel (hexanes-EtOAc, 9:1) afforded the product lactam (3.7...